From a dataset of the Open Reaction Database (ORD), a public repository of structured organic reaction records. describe an organic reaction: reactants, conditions, products, and yield Starting materials: C(CC)C=1N(C2=C(C=NC=3C=CC=CC23)N1)CCCC=O (4-(2-propyl-1H-imidazo[4,5-c]quinolin-1-yl)butyraldehyde), C(CC)C=1N(C2=C(C=NC=3C=CC=CC23)N1)CCCC=O (4-(2-propyl-1H-imidazo[4,5-c]quinolin-1-yl)butyraldehyde), NC1=NC=2C=CC=NC2C2=C1N=C(N2CCCC(=O)N(C)OC)CCCC (4-(4-amino-2-butyl-1H-imidazo[4,5-c][1,5]naphthyridin-1-yl)-N-methoxy-N-methylbutanamide). The product is C(CC)C=1N(C2=C(C=NC=3C=CC=CC23)N1)CCCC(C)O (5-(2-propyl-1H-imidazo[4,5-c]quinolin-1-yl)pentan-2-ol). RXN SMILES: [CH2:1]([C:4]1[N:5]([CH2:17][CH2:18][CH2:19][CH:20]=[O:21])[C:6]2[C:15]3[CH:14]=[CH:13][CH:12]=[CH:11][C:10]=3[N:9]=[CH:8][C:7]=2[N:16]=1)[CH2:2][CH3:3].N[C:23]1C2N=C(CCCC)N(CCCC(N(OC)C)=O)C=2C2N=CC=CC=2N=1>>[CH2:1]([C:4]1[N:5]([CH2:17][CH2:18][CH2:19][CH:20]([OH:21])[CH3:23])[C:6]2[C:15]3[CH:14]=[CH:13][CH:12]=[CH:11][C:10]=3[N:9]=[CH:8][C:7]=2[N:16]=1)[CH2:2][CH3:3]. Procedure: The preparation of 4-(2-propyl-1H-imidazo[4,5-c]quinolin-1-yl)butyraldehyde is described in parts A-C of Example 6. The general procedure of Part G of Example 4 was repeated using 4-(2-propyl-1H-imidazo[4,5-c]quinolin-1-yl)butyraldehyde (6.4 g, 22.74 mmol) in lieu of 4-(4-amino-2-butyl-1H-imidazo[4,5-c][1,5]naphthyridin-1-yl)-N-methoxy-N-methylbutanamide to provide 5.2 g of 5-(2-propyl-1H-imidazo[4,5-c]quinolin-1-yl)pentan-2-ol as a tan oil.